From a dataset of the Open Reaction Database (ORD), a public repository of structured organic reaction records. describe an organic reaction: reactants, conditions, products, and yield The reactants are CN1CCNCC1 (1-Methylpiperazine), ClC1=CC2=C(C(CC3=C(S2)C=CC=C3)=O)C=C1Cl (7,8-dichlorodibenzo(b,f)thiepine-10(11H)-one), O (water). The reagents and catalysts are [Ti](Cl)(Cl)(Cl)Cl (titanium tetrachloride). The solvent is C1=CC=CC=C1 (benzene), C1=CC=CC=C1 (benzene). Conditions: time 28 hour. The product is ClC1=CC2=C(C(=CC3=C(S2)C=CC=C3)N3CCN(CC3)C)C=C1Cl (7,8-Dichloro-10-(4-methylpiperazino)dibenzo(b,f)thiepine). Reaction SMILES: [CH3:1][N:2]1[CH2:7][CH2:6][NH:5][CH2:4][CH2:3]1.[Cl:8][C:9]1[C:24]([Cl:25])=[CH:23][C:12]2[C:13](=O)[CH2:14][C:15]3[CH:21]=[CH:20][CH:19]=[CH:18][C:16]=3[S:17][C:11]=2[CH:10]=1.O>C1C=CC=CC=1.[Ti](Cl)(Cl)(Cl)Cl>[Cl:8][C:9]1[C:24]([Cl:25])=[CH:23][C:12]2[C:13]([N:5]3[CH2:6][CH2:7][N:2]([CH3:1])[CH2:3][CH2:4]3)=[CH:14][C:15]3[CH:21]=[CH:20][CH:19]=[CH:18][C:16]=3[S:17][C:11]=2[CH:10]=1. Procedure: 1-Methylpiperazine (15.0 g), followed by titanium tetrachloride (3.1 g) in benzene (45 ml), was added to a warm solution of 7,8-dichlorodibenzo(b,f)thiepine-10(11H)-one (8.85 g) (its preparation is described in Example 8) in benzene (75 ml). The mixture was refluxed while stirring for 28 hours, cooled and decomposed with water (100 ml). The resultant precipitate was filtered and washed with benzene and water. The benzene layer in the filtrate was separated, washed with water, dried over magnesiu... Yields the product C(C)(C)(C)OC(=O)N1C[C@H](CC1)[C@@H](O)C1CCCCC1 ((S)-3-((S)-cyclohexylhydroxymethyl)pyrrolidine-1-carboxylic acid t-butyl ester), C(C)(C)(C)OC(=O)N1C[C@H](CC1)[C@H](O)C1CCCCC1 ((S)-3-((R)-cyclohexylhydroxymethyl)pyrrolidine-1-carboxylic acid t-butyl ester). Starting materials: C(C)(C)(C)OC(=O)N1C[C@H](CC1)C=O ((S)-3-Formylpyrrolidine-1-carboxylic acid t-butyl ester), C1(CCCCC1)[Mg]Cl (Cyclohexylmagnesium chloride). Solvent: O (water), CO (MeOH), C1CCOC1 (THF). Run at temperature -78 celsius, time 20 minute. Reaction SMILES: [C:1]([O:5][C:6]([N:8]1[CH2:12][CH2:11][C@H:10]([CH:13]=[O:14])[CH2:9]1)=[O:7])([CH3:4])([CH3:3])[CH3:2].[CH:15]1([Mg]Cl)[CH2:20][CH2:19][CH2:18][CH2:17][CH2:16]1>C1COCC1.O.CO>[C:1]([O:5][C:6]([N:8]1[CH2:12][CH2:11][C@H:10]([C@H:13]([CH:15]2[CH2:20][CH2:19][CH2:18][CH2:17][CH2:16]2)[OH:14])[CH2:9]1)=[O:7])([CH3:4])([CH3:3])[CH3:2].[C:1]([O:5][C:6]([N:8]1[CH2:12][CH2:11][C@H:10]([C@@H:13]([CH:15]2[CH2:20][CH2:19][CH2:18][CH2:17][CH2:16]2)[OH:14])[CH2:9]1)=[O:7])([CH3:4])([CH3:3])[CH3:2]. Procedure details: (S)-3-Formylpyrrolidine-1-carboxylic acid t-butyl ester (2.8 g, 13.8 mmol) was dissolved in THF (50 mL) under nitrogen and cooled at −78° C. Cyclohexylmagnesium chloride (2.0M in ether; 10.0 mL, 20.0 mmol, 1.4 eq) was added via syringe over approximately 10 minutes. The resulting mixture was stirred at −78° C. for 20 minutes, then placed in an ice bath for 30 minutes. The reaction was quenched with saturated aqueous NH4Cl (15 mL). THF was removed under reduced pressure, and the remaining materia... Reactants: ClC1=NC=C(C(=N1)C1=CC=CC=C1)C1=CC=CC=C1 (2-Chloro-4,5-diphenyl-pyrimidine), C(C)(=O)[O-].[Na+] (sodium acetate), CO (MeOH). Reagents/catalysts: CC(=O)[O-].CC(=O)[O-].[Pd+2] (Pd(OAc)2), C1=CC=C(C=C1)P([C-]2C=CC=C2)C3=CC=CC=C3.C1=CC=C(C=C1)P([C-]2C=CC=C2)C3=CC=CC=C3.[Fe+2] (DPPF). Run in C1CCOC1 (THF). Conditions: temperature 110 celsius. The product is C1(=CC=CC=C1)C1=NC(=NC=C1C1=CC=CC=C1)C(=O)OC (Methyl 4,5-Diphenyl-pyrimidine-2-carboxylate). As a reaction SMILES: Cl[C:2]1[N:7]=[C:6]([C:8]2[CH:13]=[CH:12][CH:11]=[CH:10][CH:9]=2)[C:5]([C:14]2[CH:19]=[CH:18][CH:17]=[CH:16][CH:15]=2)=[CH:4][N:3]=1.[C:20]([O-:23])(=[O:22])C.[Na+].[CH3:25]O>C1COCC1.CC([O-])=O.CC([O-])=O.[Pd+2].C1C=CC(P(C2C=CC=CC=2)[C-]2C=CC=C2)=CC=1.C1C=CC(P(C2C=CC=CC=2)[C-]2C=CC=C2)=CC=1.[Fe+2]>[C:8]1([C:6]2[C:5]([C:14]3[CH:19]=[CH:18][CH:17]=[CH:16][CH:15]=3)=[CH:4][N:3]=[C:2]([C:20]([O:23][CH3:25])=[O:22])[N:7]=2)[CH:13]=[CH:12][CH:11]=[CH:10][CH:9]=1 |f:1.2,5.6.7,8.9.10|. Procedure: A solution of 2-chloro-4,5-diphenyl-pyrimidine (107, 203 mg, 0.76 mmol) and sodium acetate (188 mg, 2.21 mmol) in MeOH (6 ml) and THF (2 ml) was degassed under argon for 10 min. Pd(OAc)2 (2.1 mg) and DPPF (13 mg) were added and CO (g) was bubbled through the solution. The reaction was heated to 110° C. in a sealed tube for 2 days. The solvent was removed in vacuo and the crude product was purified by column chromatography (10% ethyl acetate in hexane) to get the title compound. Starting materials: CC(=O)O, COCOc1ccc2c3c1OC1C(OC(=O)CCCCC(=O)OC)CCC4C(C2)N(C)CCC341, O. The product is COC(=O)CCCCC(=O)OC1CCC2C3Cc4ccc(OC(C)=O)c5c4C2(CCN3C)C1O5. As a reaction SMILES: [CH3:36][C:37](=[O:38])[OH:39].[O:1]1[c:2]2[c:3]([O:31][CH2:32][O:33][CH3:34])[cH:4][cH:5][c:6]3[c:15]2[C:14]24[CH:9]([CH:8]([CH2:7]3)[N:18]([CH3:19])[CH2:17][CH2:16]2)[CH2:10][CH2:11][CH:12]([O:20][C:21]([CH2:22][CH2:23][CH2:24][CH2:25][C:26](=[O:27])[O:28][CH3:29])=[O:30])[CH:13]14.[OH2:35]>>[O:1]1[c:2]2[c:3]([O:31][C:32](=[O:33])[CH3:36])[cH:4][cH:5][c:6]3[c:15]2[C:14]24[CH:9]([CH:8]([CH2:7]3)[N:18]([CH3:19])[CH2:17][CH2:16]2)[CH2:10][CH2:11][CH:12]([O:20][C:21]([CH2:22][CH2:23][CH2:24][CH2:25][C:26](=[O:27])[O:28][CH3:29])=[O:30])[CH:13]14. The reactants are C=CCc1ccc2ncccc2c1O, ClCCl. Product: CC=Cc1ccc2ncccc2c1O. RXN SMILES: [CH2:1]([CH:2]=[CH2:3])[c:4]1[c:5]([OH:14])[c:6]2[cH:7][cH:8][cH:9][n:10][c:11]2[cH:12][cH:13]1.[Cl:15][CH2:16][Cl:17]>>[CH:1](=[CH:2][CH3:3])[c:4]1[c:5]([OH:14])[c:6]2[cH:7][cH:8][cH:9][n:10][c:11]2[cH:12][cH:13]1. Starting materials: O=C([O-])[O-], COc1cc2c(Oc3ccc([N+](=O)[O-])cc3)ccnc2cc1O, CN(C)C=O, [K+], [K+], O=[N+]([O-])c1ccc(OS(=O)(=O)C(F)(F)F)cc1, O. Product: COc1cc2c(Oc3ccc([N+](=O)[O-])cc3)ccnc2cc1OS(=O)(=O)C(F)(F)F. As a reaction SMILES: [C:41](=[O:42])([O-:43])[O-:44].[CH3:1][O:2][c:3]1[cH:4][c:5]2[c:6]([O:14][c:15]3[cH:16][cH:17][c:18]([N+:21](=[O:22])[O-:23])[cH:19][cH:20]3)[cH:7][cH:8][n:9][c:10]2[cH:11][c:12]1[OH:13].[CH3:48][N:49]([CH3:50])[CH:51]=[O:52].[K+:45].[K+:46].[N+:24]([c:25]1[cH:26][cH:27][c:28]([O:33][S:34](=[O:29])(=[O:35])[C:37]([F:38])([F:39])[F:40])[cH:30][cH:31]1)([O-:32])=[O:36].[OH2:47]>>[CH3:1][O:2][c:3]1[cH:4][c:5]2[c:6]([O:14][c:15]3[cH:16][cH:17][c:18]([N+:21](=[O:22])[O-:23])[cH:19][cH:20]3)[cH:7][cH:8][n:9][c:10]2[cH:11][c:12]1[O:13][S:34](=[O:33])(=[O:35])[C:37]([F:38])([F:39])[F:40]. Reactants: BrN1C(CCC1=O)=O (N-bromosuccinimide), N(=NC(C#N)(C)C)C(C#N)(C)C (2,2′-azobisisobutyronitrile), CC=1C=C(C(=O)C2=CC=CC=C2)C=CC1 (3-methylbenzophenone). The solvent is C(Cl)(Cl)(Cl)Cl (carbon tetrachloride). Conditions: temperature 75 celsius, time 6.5 hour. Yields the product BrCC=1C=C(C(=O)C2=CC=CC=C2)C=CC1 (3-bromomethylbenzophenone). The yield is 76.8%. As a reaction SMILES: [CH3:1][C:2]1[CH:3]=[C:4]([CH:13]=[CH:14][CH:15]=1)[C:5]([C:7]1[CH:12]=[CH:11][CH:10]=[CH:9][CH:8]=1)=[O:6].[Br:16]N1C(=O)CCC1=O.N(C(C)(C)C#N)=NC(C)(C)C#N>C(Cl)(Cl)(Cl)Cl>[Br:16][CH2:1][C:2]1[CH:3]=[C:4]([CH:13]=[CH:14][CH:15]=1)[C:5]([C:7]1[CH:12]=[CH:11][CH:10]=[CH:9][CH:8]=1)=[O:6]. Reported procedure: Commercially available 3-methylbenzophenone (4.00 g, 20.4 mmol) was dissolved in carbon tetrachloride (100 mL), and N-bromosuccinimide (4.71 g, 26.5 mmol) and 2,2′-azobisisobutyronitrile (1.00 g, 6.09 mmol) was added to the solution, followed by stirring at 75° C. for 6.5 hours. After the reaction mixture was cooled, the precipitates were filterd out. The filtrate was combined and concentrated under reduced pressure. The residue was purified by silica gel column chromatography (ethyl acetate:hex...